From a dataset of the Open Reaction Database (ORD), a public repository of structured organic reaction records. describe an organic reaction: reactants, conditions, products, and yield Reactants: C(CCO)O (1,3-propanediol), [Si](C)(C)(C(C)(C)C)OCCCO (3-[(t-butyldimethylsilyl)oxy]-1-propanol). The product is [Si](C)(C)(C(C)(C)C)OCCC=O (3-[(t-Butyldimethylsilyl)oxy]-propanal). RXN SMILES: C(O)CCO.[Si:6]([O:13][CH2:14][CH2:15][CH2:16][OH:17])([C:9]([CH3:12])([CH3:11])[CH3:10])([CH3:8])[CH3:7]>>[Si:6]([O:13][CH2:14][CH2:15][CH:16]=[O:17])([C:9]([CH3:12])([CH3:11])[CH3:10])([CH3:8])[CH3:7]. Reported procedure: Synthesis by monosilylation of 1,3-propanediol and subsequent Swern oxidation of the 3-[(t-butyldimethylsilyl)oxy]-1-propanol that is produced. The reactants are C(C1=CC=CC=C1)OC1=C(C=C(C=C1)C(CC)(CC)C1=CC(=C(OCC(CC)(CC)OC(C)=O)C=C1)C)C (Acetic acid 1-{4-[1-(4-benzyloxy-3-methyl-phenyl)-1-ethyl-propyl]-2-methyl-phenoxymethyl}-1-ethyl-propyl ester). Reagents/catalysts: [Pd] (Pd/C). The solvent is CCO (EtOH). Product: C(C)C(CC)(COC1=C(C=C(C=C1)C(CC)(C1=CC(=C(C=C1)O)C)CC)C)OC(C)=O (Acetic acid 1-ethyl-1-{4-[1-ethyl-1-(4-hydroxy-3-methyl-phenyl)-propyl]-2-methyl-phenoxymethyl}-propyl ester). Isolated yield 92.6%. RXN SMILES: C([O:8][C:9]1[CH:14]=[CH:13][C:12]([C:15]([C:20]2[CH:36]=[CH:35][C:23]([O:24][CH2:25][C:26]([O:31][C:32](=[O:34])[CH3:33])([CH2:29][CH3:30])[CH2:27][CH3:28])=[C:22]([CH3:37])[CH:21]=2)([CH2:18][CH3:19])[CH2:16][CH3:17])=[CH:11][C:10]=1[CH3:38])C1C=CC=CC=1>[Pd].CCO>[CH2:27]([C:26]([O:31][C:32](=[O:34])[CH3:33])([CH2:25][O:24][C:23]1[CH:35]=[CH:36][C:20]([C:15]([CH2:18][CH3:19])([C:12]2[CH:13]=[CH:14][C:9]([OH:8])=[C:10]([CH3:38])[CH:11]=2)[CH2:16][CH3:17])=[CH:21][C:22]=1[CH3:37])[CH2:29][CH3:30])[CH3:28]. Procedure details: Acetic acid 1-{4-[1-(4-benzyloxy-3-methyl-phenyl)-1-ethyl-propyl]-2-methyl-phenoxymethyl}-1-ethyl-propyl ester (0.14 g g, 0.27 mmol), EtOH (20 ml), and 10% Pd/C (25 mg) is hydrogenated at atmospheric pressure for 18 h. The reaction is filtered through diatomaceous earth with EtOAc wash. The filtrate is concentrated to give the title compound (0.11 g, 0.25 mmol, 94%). Yields the product CNC(=S)C1(SCCC1)C=1C=NC=CC1 (N-Methyl-2-(pyrid-3-yl)-tetrahydrothiophen-2-carbothioamide). Procedure: A 33% (weight/volume) solution of methylamine in ethanol (11 cc) is added dropwise, in the course of 5 minutes, to a solution of methyl 2-(pyrid-3-yl)-tetrahydrothiophen-2-carbodithioate (14.3 g) in ethanol (50 cc), kept at a temperature of about 20° C. The solution is subsequently stirred for 5 hours at the same temperature and then cooled to 0° C. The resulting crystals are filtered off, washed with ethanol (8 cc) and then twice with diisopropyl ether (20 cc in total) and dried under reduced p... Solvent: C(C)O (ethanol), C(C)O (ethanol), C(C)O (ethanol). Reaction SMILES: [CH3:1][NH2:2].[N:3]1[CH:8]=[CH:7][CH:6]=[C:5]([C:9]2([C:14]([S:16]C)=S)[CH2:13][CH2:12][CH2:11][S:10]2)[CH:4]=1.C>C(O)C>[CH3:1][NH:2][C:14]([C:9]1([C:5]2[CH:4]=[N:3][CH:8]=[CH:7][CH:6]=2)[CH2:13][CH2:12][CH2:11][S:10]1)=[S:16]. Run at temperature 0 celsius, time 5 hour. Reactants: C (charcoal), CN (methylamine), N1=CC(=CC=C1)C1(SCCC1)C(=S)SC (methyl 2-(pyrid-3-yl)-tetrahydrothiophen-2-carbodithioate). Reactants: CC1(OCCO1)C1=CC=C(O1)CN1N=CC(=C1)N (1-[5-(2-methyl-[1,3]dioxolan-2-yl)-furan-2-ylmethyl]-1H-pyrazol-4-ylamine), CC=1OC(=C(N1)C(=O)O)C=1C=C(C=CC1)C (2-methyl-5-m-tolyl-oxazole-4-carboxylic acid). Yields the product C(C)(=O)C1=CC=C(O1)CN1N=CC(=C1)NC(=O)C=1N=C(OC1C=1C=C(C=CC1)C)C (2-Methyl-5-m-tolyl-oxazole-4-carboxylic acid [1-(5-acetyl-furan-2-ylmethyl)-1H-pyrazol-4-yl]-amide). RXN SMILES: [CH3:1][C:2]1([C:7]2[O:11][C:10]([CH2:12][N:13]3[CH:17]=[C:16]([NH2:18])[CH:15]=[N:14]3)=[CH:9][CH:8]=2)[O:6]CCO1.[CH3:19][C:20]1[O:21][C:22]([C:28]2[CH:29]=[C:30]([CH3:34])[CH:31]=[CH:32][CH:33]=2)=[C:23]([C:25](O)=[O:26])[N:24]=1>>[C:2]([C:7]1[O:11][C:10]([CH2:12][N:13]2[CH:17]=[C:16]([NH:18][C:25]([C:23]3[N:24]=[C:20]([CH3:19])[O:21][C:22]=3[C:28]3[CH:29]=[C:30]([CH3:34])[CH:31]=[CH:32][CH:33]=3)=[O:26])[CH:15]=[N:14]2)=[CH:9][CH:8]=1)(=[O:6])[CH3:1]. Procedure details: Following general procedure B followed by either C or D, starting from 1-[5-(2-methyl-[1,3]dioxolan-2-yl)-furan-2-ylmethyl]-1H-pyrazol-4-ylamine and 2-methyl-5-m-tolyl-oxazole-4-carboxylic acid. Reactants: C(C)(C)(C)ONC([O-])=O (tert-butoxycarbamate), CC[C@H]1CN2CC[C@H]1C[C@@H]2[C@H](C3=C4C=C(C=CC4=NC=C3)OC)OC5=NN=C(C6=CC=CC=C65)O[C@H]([C@H]7C[C@@H]8CCN7C[C@@H]8CC)C9=C1C=C(C=CC1=NC=C9)OC ((DHQD)2PHAL), C=CC1=CC=CC=C1 (styrene), [OH-].[Na+] (NaOH), C(C)(C)(C)OCl (tBuOCl), K2OsO4.2H2O. Solvent: CCOC(=O)C (EtOAc), C(CC)O (PrOH), C(CC)O (PrOH), C(CC)O (propanol). Reaction conditions: time 8 minute. Yields the product C(C)(C)(C)OC(N[C@@H](CO)C1=C(C=C(C=C1)OCC1=CC=CC=C1)C)=O ([(R)-1-(4-Benzyloxy-2-methyl-phenyl)-2-hydroxy-ethyl]-carbamic acid tert-butyl ester). Yield: 918.1%. Reaction SMILES: C(O[NH:6][C:7](=O)[O-:8])(C)(C)C.[OH-:10].[Na+].[C:12]([O:16]Cl)([CH3:15])([CH3:14])[CH3:13].CC[C@@H]1[C@@H]2C[C@H]([C@@H](OC3[C:51]4[C:46](=[CH:47][CH:48]=[CH:49][CH:50]=4)[C:45]([O:52][C@@H:53]([C:64]4C=CN=[C:70]5[C:65]=4[CH:66]=C(OC)[CH:68]=[CH:69]5)[C@@H:54]4N5C[C@H](CC)[C@@H](CC5)[CH2:55]4)=NN=3)C3C=CN=C4C=3C=C(OC)C=C4)N(CC2)C1.C=CC1C=CC=CC=1>C(O)CC.CCOC(C)=O>[C:12]([O:16][C:7](=[O:8])[NH:6][C@H:69]([C:70]1[CH:55]=[CH:54][C:53]([O:52][CH2:45][C:46]2[CH:47]=[CH:48][CH:49]=[CH:50][CH:51]=2)=[CH:64][C:65]=1[CH3:66])[CH2:68][OH:10])([CH3:15])([CH3:14])[CH3:13] |f:1.2|. Reported procedure: To 15.36 g (131.1 mmol) of tert-butoxycarbamate suspended in 100 mL propanol was added 150 mL 0.87 M NaOH (131.1 mmol), and freshly prepared tBuOCl (14.9 g 131.1 mmol) and then stirred for 8 min at rt. It was then cooled to 0° C. followed by the addition of the catalyst (DHQD)2PHAL (2.0 g, 2.59 mmol) dissolved in 30 mL PrOH. This was followed by the addition of the styrene (9.64 g, 42.99 mmol) also dissolved in 20 mL PrOH, and stirred for another 8 min. Then K2OsO4.2H2O was added directly, and t...